From a dataset of the Open Reaction Database (ORD), a public repository of structured organic reaction records. describe an organic reaction: reactants, conditions, products, and yield The reactants are O=C1CCC(=O)N1Br, CC(C)(O)c1cn(-c2ccc(-c3cccc(S(C)(=O)=O)c3)cc2)c(-c2ccccc2C(F)(F)F)n1, CC#N, CCOC(C)=O. Product: CC(C)(O)c1nc(-c2ccccc2C(F)(F)F)n(-c2ccc(-c3cccc(S(C)(=O)=O)c3)cc2)c1Br. As a reaction SMILES: [Br:36][N:37]1[C:38](=[O:39])[CH2:40][CH2:41][C:42]1=[O:43].[CH3:1][S:2](=[O:3])(=[O:4])[c:5]1[cH:6][c:7](-[c:11]2[cH:12][cH:13][c:14](-[n:17]3[c:18](-[c:26]4[c:27]([C:32]([F:33])([F:34])[F:35])[cH:28][cH:29][cH:30][cH:31]4)[n:19][c:20]([C:22]([CH3:23])([CH3:24])[OH:25])[cH:21]3)[cH:15][cH:16]2)[cH:8][cH:9][cH:10]1.[CH3:44][C:45]#[N:46].[CH3:47][CH2:48][O:49][C:50]([CH3:51])=[O:52]>>[CH3:1][S:2](=[O:3])(=[O:4])[c:5]1[cH:6][c:7](-[c:11]2[cH:12][cH:13][c:14](-[n:17]3[c:18](-[c:26]4[c:27]([C:32]([F:33])([F:34])[F:35])[cH:28][cH:29][cH:30][cH:31]4)[n:19][c:20]([C:22]([CH3:23])([CH3:24])[OH:25])[c:21]3[Br:36])[cH:15][cH:16]2)[cH:8][cH:9][cH:10]1. Starting materials: solution, NC=1C(N(C(N(C1N)CCC)=O)CCC)=O (5,6-diamino-1,3-dipropyluracil), C(=O)(O)COC1=CC=C(C=O)C=C1 (4-(Carboxymethyloxy)benzaldehyde). Solvent: CO (methanol), C(C)(=O)O (acetic acid). The product is NC1=C(C(N(C(N1CCC)=O)CCC)=O)N=CC1=CC=C(C=C1)OCC(=O)O (6-Amino-1,3-dipropyl-5-(4'-carboxymethyloxybenzylideneamino)uracil). Reaction SMILES: [C:1]([CH2:4][O:5][C:6]1[CH:13]=[CH:12][C:9]([CH:10]=O)=[CH:8][CH:7]=1)([OH:3])=[O:2].[NH2:14][C:15]1[C:16](=[O:29])[N:17]([CH2:26][CH2:27][CH3:28])[C:18](=[O:25])[N:19]([CH2:22][CH2:23][CH3:24])[C:20]=1[NH2:21]>CO.C(O)(=O)C>[NH2:21][C:20]1[N:19]([CH2:22][CH2:23][CH3:24])[C:18](=[O:25])[N:17]([CH2:26][CH2:27][CH3:28])[C:16](=[O:29])[C:15]=1[N:14]=[CH:10][C:9]1[CH:12]=[CH:13][C:6]([O:5][CH2:4][C:1]([OH:3])=[O:2])=[CH:7][CH:8]=1. Procedure details: A representative synthesis of benzylidene adduct is given. Compound A (1.51 g, 8.37 mmol) was dissolved in a mixture of methanol (35 ml) and acetic acid (5 ml) in a 50 ml boiling flask on a steam bath. To this was added a methanolic solution (60 ml) of freshly synthesized 5,6-diamino-1,3-dipropyluracil. After heating 15 minutes, the volume was reduced by evaporation until crystallization occurred. Ether (40 ml) was added and the nearly white solid was collected. Yield 2.80 g (86%), mp 179°-180° ... The reactants are COC1=NC=CC(=C1)N1CCC(CC1)N(C(OCC1=CC=CC=C1)=O)C (Benzyl 1-(2-methoxypyridin-4-yl)piperidin-4-yl(methyl)carbamate). Run in CO (MeOH). Reaction conditions: time 3 hour. Yields the product COC1=NC=CC(=C1)N1CCC(CC1)NC (1-(2-Methoxypyridin-4-yl)-N-methylpiperidin-4-amine). Isolated yield 99.0%. RXN SMILES: [CH3:1][O:2][C:3]1[CH:8]=[C:7]([N:9]2[CH2:14][CH2:13][CH:12]([N:15](C)[C:16](=O)OCC3C=CC=CC=3)[CH2:11][CH2:10]2)[CH:6]=[CH:5][N:4]=1>CO>[CH3:1][O:2][C:3]1[CH:8]=[C:7]([N:9]2[CH2:10][CH2:11][CH:12]([NH:15][CH3:16])[CH2:13][CH2:14]2)[CH:6]=[CH:5][N:4]=1. Procedure: Benzyl 1-(2-methoxypyridin-4-yl)piperidin-4-yl(methyl)carbamate (250 mg, 0.704 mmol, 1.0 eq.) was dissolved in MeOH (20 ml) and degassed with argon. Pd/C (75 mg) was then added and hydrogenation was carried out for 3 hours. After monitoring by TLC, the reaction mixture was filtered over Celite and washed with MeOH (2×20 ml) and the filtrate was concentrated under reduced pressure. The crude product was used in the next stage without being purified further. Yield: 99% (155 mg, 0.701 mmol) Reactants: C1CCOC1, CO, Cl, CCCn1c(=O)c2c(nc(C34CC5OC(C3)C(O4)C5O)n2C2CCCCO2)n(CCC)c1=O. Product: CCCn1c(=O)c2[nH]c(C34CC5OC(C3)C(O4)C5O)nc2n(CCC)c1=O. Reaction SMILES: [CH2:35]1[O:36][CH2:37][CH2:38][CH2:39]1.[CH3:40][OH:41].[ClH:34].[OH:1][CH:2]1[CH:3]2[O:4][C:5]3([c:11]4[n:12][c:13]5[n:14]([CH2:31][CH2:32][CH3:33])[c:15](=[O:30])[n:16]([CH2:27][CH2:28][CH3:29])[c:17](=[O:26])[c:18]5[n:19]4[CH:20]4[CH2:21][CH2:22][CH2:23][CH2:24][O:25]4)[CH2:6][CH:7]2[O:8][CH:9]1[CH2:10]3>>[OH:1][CH:2]1[CH:3]2[O:4][C:5]3([c:11]4[n:12][c:13]5[n:14]([CH2:31][CH2:32][CH3:33])[c:15](=[O:30])[n:16]([CH2:27][CH2:28][CH3:29])[c:17](=[O:26])[c:18]5[nH:19]4)[CH2:6][CH:7]2[O:8][CH:9]1[CH2:10]3. The reactants are ClN1C(CCC1=O)=O (N-chlorosuccinimide), O1CCC(CC1)N (tetrahydro-pyran-4-ylamine), COC(CCS(=O)(=O)C1=NC=C(C=C1)C(CCC)NC(=O)C=1C=NN(C1C)C1=CC=C(C=C1)Cl)=O (3-[5-(1-{[1-(4-chloro-phenyl)-5-methyl-1H-pyrazole-4-carbonyl]-amino}-butyl)-pyridine-2-sulfonyl]-propionic acid methyl ester), C[O-].[Na+] (sodium methoxide), solution, [Na] (sodium). Run in C1CCOC1 (THF), CO (methanol), CO (methanol). Reaction conditions: time 15 minute. Product: O1CCC(CC1)NS(=O)(=O)C1=CC=C(C=N1)C(CCC)NC(=O)C=1C=NN(C1C)C1=CC=C(C=C1)Cl (1-(4-chloro-phenyl)-5-methyl-1H-pyrazole-4-carboxylic acid {1-[6-(tetrahydro-pyran-4-ylsulfamoyl)-pyridin-3-yl]-butyl}-amide), ClC1=CC=C(C=C1)N1N=CC(=C1C)C(=O)NC(CCC)C=1C=CC(=NC1)S(=O)(=O)O (5-(1-{[1-(4-chloro-phenyl)-5-methyl-1H-pyrazole-4-carbonyl]-amino}-butyl)-pyridine-2-sulfonic acid). Yield: 12.0%. RXN SMILES: COC(=O)CC[S:6]([C:9]1[CH:14]=[CH:13][C:12]([CH:15]([NH:19][C:20]([C:22]2[CH:23]=[N:24][N:25]([C:28]3[CH:33]=[CH:32][C:31]([Cl:34])=[CH:30][CH:29]=3)[C:26]=2[CH3:27])=[O:21])[CH2:16][CH2:17][CH3:18])=[CH:11][N:10]=1)(=[O:8])=[O:7].C[O-].[Na+].[Na].ClN1C(=[O:46])CCC1=O.[O:48]1[CH2:53][CH2:52][CH:51]([NH2:54])[CH2:50][CH2:49]1>C1COCC1.CO>[O:48]1[CH2:53][CH2:52][CH:51]([NH:54][S:6]([C:9]2[N:10]=[CH:11][C:12]([CH:15]([NH:19][C:20]([C:22]3[CH:23]=[N:24][N:25]([C:28]4[CH:29]=[CH:30][C:31]([Cl:34])=[CH:32][CH:33]=4)[C:26]=3[CH3:27])=[O:21])[CH2:16][CH2:17][CH3:18])=[CH:13][CH:14]=2)(=[O:7])=[O:8])[CH2:50][CH2:49]1.[Cl:34][C:31]1[CH:30]=[CH:29][C:28]([N:25]2[C:26]([CH3:27])=[C:22]([C:20]([NH:19][CH:15]([C:12]3[CH:13]=[CH:14][C:9]([S:6]([OH:7])(=[O:8])=[O:46])=[N:10][CH:11]=3)[CH2:16][CH2:17][CH3:18])=[O:21])[CH:23]=[N:24]2)=[CH:33][CH:32]=1 |f:1.2,^1:38|. Procedure: To a solution of 3-[5-(1-{[1-(4-chloro-phenyl)-5-methyl-1H-pyrazole-4-carbonyl]-amino}-butyl)-pyridine-2-sulfonyl]-propionic acid methyl ester (150 mg, 0.29 mmol) in anhydrous THF (15 mL) is added sodium methoxide in methanol (2.6 M solution freshly prepared by dissolving 120 mg of sodium in 2.0 mL of methanol, 0.12 mL, 0.32 mmol). After stiffing at room temperature for 15 min, the reaction mixture is concentrated in vacuo. Anhydrous THF (10 mL) is added and the concentration process is repeated...